Dataset: the Open Reaction Database (ORD), a public repository of structured organic reaction records. Task: describe an organic reaction: reactants, conditions, products, and yield Reactants: Cc1cc(C(C)(C)C)nc(C(C)(C)C)c1, C=C(C(C)=O)c1ccc(Cl)cc1, ClCCl, O=S(=O)(OS(=O)(=O)C(F)(F)F)C(F)(F)F. Yields the product C=C(OS(=O)(=O)C(F)(F)F)C(=C)c1ccc(Cl)cc1. RXN SMILES: [C:28]([c:29]1[cH:30][c:31]([CH3:32])[cH:33][c:34]([C:35]([CH3:36])([CH3:37])[CH3:38])[n:39]1)([CH3:40])([CH3:41])[CH3:42].[Cl:16][c:17]1[cH:18][cH:19][c:20]([C:23]([C:24]([CH3:25])=[O:26])=[CH2:27])[cH:21][cH:22]1.[Cl:43][CH2:44][Cl:45].[F:1][C:2]([F:3])([F:4])[S:5](=[O:6])(=[O:7])[O:8][S:9]([C:10]([F:11])([F:12])[F:13])(=[O:14])=[O:15]>>[F:1][C:2]([F:3])([F:4])[S:5](=[O:6])(=[O:7])[O:8][C:24]([C:23]([c:20]1[cH:19][cH:18][c:17]([Cl:16])[cH:22][cH:21]1)=[CH2:27])=[CH2:25]. Reactants: [Al+3], Cn1cccc1CC#N, [Cl-], [Cl-], [Cl-], O=C(Cl)c1ccc(Cl)cc1, [H][H]. Yields the product Cn1c(CC#N)ccc1C(=O)c1ccc(Cl)cc1. RXN SMILES: [Al+3:4].[CH3:17][n:18]1[c:19]([CH2:23][C:24]#[N:25])[cH:20][cH:21][cH:22]1.[Cl-:3].[Cl-:5].[Cl-:6].[Cl:7][c:8]1[cH:9][cH:10][c:11]([C:12](=[O:13])[Cl:14])[cH:15][cH:16]1.[H:1][H:2]>>[Cl:7][c:8]1[cH:9][cH:10][c:11]([C:12](=[O:13])[c:22]2[n:18]([CH3:17])[c:19]([CH2:23][C:24]#[N:25])[cH:20][cH:21]2)[cH:15][cH:16]1.